Dataset: the Open Reaction Database (ORD), a public repository of structured organic reaction records. Task: describe an organic reaction: reactants, conditions, products, and yield Reactants: C(C)(C)(C)OC(=O)N1C(CN(CC1)C1=CC=C(C=C1)C1=C(N=C(O1)C1=C2C=CNC2=C(C=C1)C(F)(F)F)C(=O)OCC)(C)C (4-{4-[4-Ethoxycarbonyl-2-(7-trifluoromethyl-1H-indol-4-yl)-oxazol-5-yl]-phenyl}-2,2-dimethyl-piperazine-1-carboxylic acid tert-butyl ester), [OH-].[Na+] (NaOH). Run in CO (methanol), O (water), C1CCOC1 (THF). The product is C(C)(C)(C)OC(=O)N1C(CN(CC1)C1=CC=C(C=C1)C1=C(N=C(O1)C1=C2C=CNC2=C(C=C1)C(F)(F)F)C(=O)O)(C)C (4-{4-[4-Carboxy-2-(7-trifluoromethyl-1H-indol-4-yl)-oxazol-5-yl]-phenyl}-2,2-dimethyl-piperazine-1-carboxylic acid tert-butyl ester). As a reaction SMILES: [C:1]([O:5][C:6]([N:8]1[CH2:13][CH2:12][N:11]([C:14]2[CH:19]=[CH:18][C:17]([C:20]3[O:24][C:23]([C:25]4[CH:33]=[CH:32][C:31]([C:34]([F:37])([F:36])[F:35])=[C:30]5[C:26]=4[CH:27]=[CH:28][NH:29]5)=[N:22][C:21]=3[C:38]([O:40]CC)=[O:39])=[CH:16][CH:15]=2)[CH2:10][C:9]1([CH3:44])[CH3:43])=[O:7])([CH3:4])([CH3:3])[CH3:2].[OH-].[Na+]>CO.O.C1COCC1>[C:1]([O:5][C:6]([N:8]1[CH2:13][CH2:12][N:11]([C:14]2[CH:19]=[CH:18][C:17]([C:20]3[O:24][C:23]([C:25]4[CH:33]=[CH:32][C:31]([C:34]([F:37])([F:35])[F:36])=[C:30]5[C:26]=4[CH:27]=[CH:28][NH:29]5)=[N:22][C:21]=3[C:38]([OH:40])=[O:39])=[CH:16][CH:15]=2)[CH2:10][C:9]1([CH3:44])[CH3:43])=[O:7])([CH3:4])([CH3:2])[CH3:3] |f:1.2|. Procedure: 4-{4-[4-Ethoxycarbonyl-2-(7-trifluoromethyl-1H-indol-4-yl)-oxazol-5-yl]-phenyl}-2,2-dimethyl-piperazine-1-carboxylic acid tert-butyl ester (0.2 g, 0.3 mmol) and NaOH (0.024 g, 0.6 mmol) in 5 mL of methanol, water and THF were stirred at 50° C. overnight. The organic solvent was removed in vacuo, the remaining solution adjusted to pH 5, and the resultant title compound was collected as a white solid by filtration, and dried under reduced pressure. Starting materials: Cl (hydrochloric acid), BrC1=CC=C(C=C1)C (4-bromotoluene), [Mg] (magnesium), C1=CC=CC=2C(C3=CC=CC=C3C(C12)=O)=O (anthraquinone). Solvent: ice water, C1(=CC=CC=C1)C (toluene), O1CCCC1 (tetrahydrofurane). Run at temperature 80 celsius, time 6 hour. Yields the product OC1(C2=CC=CC=C2C(C=2C=CC=CC12)=O)C1=CC=C(C=C1)C (9,10-dihydro-9-hydroxy-9-(4-methylphenyl)-10-oxoanthracene). Yield: 21.6%. RXN SMILES: Br[C:2]1[CH:7]=[CH:6][C:5]([CH3:8])=[CH:4][CH:3]=1.[Mg].[CH:10]1[C:23]2[C:22](=[O:24])[C:21]3[C:16](=[CH:17][CH:18]=[CH:19][CH:20]=3)[C:15](=[O:25])[C:14]=2[CH:13]=[CH:12][CH:11]=1.Cl>C1(C)C=CC=CC=1.O1CCCC1>[OH:25][C:15]1([C:2]2[CH:7]=[CH:6][C:5]([CH3:8])=[CH:4][CH:3]=2)[C:16]2[CH:17]=[CH:18][CH:19]=[CH:20][C:21]=2[C:22](=[O:24])[C:23]2[C:14]1=[CH:13][CH:12]=[CH:11][CH:10]=2. Procedure details: A Grignard solution, consisting of 85.5 g (0.5 mol) of 4-bromotoluene and 11.5 g of magnesium filings, is added dropwise to 104 g (0.5 mol) of anthraquinone in 2,000 ml of absolute toluene and 500 ml of absolute tetrahydrofurane at 80° C. After the dropwise addition has ended, the mixture is subsequently stirred for 6 hours at 80° C. The reaction mixture is then hydrolysed in 2,000 ml of ice water, containing hydrochloric acid. The organic phase is separated off, washed with water, dried over so... Starting materials: C(C)(C)(C)OC(=O)N1CCN(CC1)CC1=CC(=C(C=C1)C)[N+](=O)[O-] (4-(4-methyl-3-nitro-benzyl)-piperazine-1-carboxylic acid tert-butyl ester), [NH4+].[Cl-] (NH4Cl). As a reaction SMILES: [C:1]([O:5][C:6]([N:8]1[CH2:13][CH2:12][N:11]([CH2:14][C:15]2[CH:20]=[CH:19][C:18]([CH3:21])=[C:17]([N+:22]([O-])=O)[CH:16]=2)[CH2:10][CH2:9]1)=[O:7])([CH3:4])([CH3:3])[CH3:2].[NH4+].[Cl-]>CCO.O.[Fe]>[C:1]([O:5][C:6]([N:8]1[CH2:9][CH2:10][N:11]([CH2:14][C:15]2[CH:20]=[CH:19][C:18]([CH3:21])=[C:17]([NH2:22])[CH:16]=2)[CH2:12][CH2:13]1)=[O:7])([CH3:4])([CH3:3])[CH3:2] |f:1.2,3.4|. Yield: 94.1%. The product is C(C)(C)(C)OC(=O)N1CCN(CC1)CC1=CC(=C(C=C1)C)N (4-(3-Amino-4-methyl-benzyl)-piperazine-1-carboxylic acid tert-butyl ester). The solvent is CCO.O (EtOH water). Procedure: To crude 4-(4-methyl-3-nitro-benzyl)-piperazine-1-carboxylic acid tert-butyl ester (3.5 g) in EtOH/water (60 ml, 1:1) was added iron powder (4 g) and solid NH4Cl (4 g) and the mixture heated to reflux temperature for 1.5 hr. After cooling to room temperature the reaction was filtered through Celite and the filter cake washed with further EtOH. The majority of the solvent was removed in vacuo before addition of ethyl acetate and aqueous K2CO3. The organic layer was separated, washed with brine, d... Reagents/catalysts: [Fe] (iron). Procedure: The product mixture was solved in 10 ml of pyridine and treated with 2.33 ml (21.2 mmol) of acetic anhydride without further purification for 15 h at room temperature. The resulting solution was poured into 100 ml ethyl acetate and extracted three times against 100 ml of 1N HCl. The organic layer washed twice with 50 ml of brine and dried over MgSO4. After evaporation of the solvent chromatographic purification over silica gel using a 7:2 (v/v) mixture of n-hexane and ethyl acetate gave 8.04 g o... The reactants are C(C)(=O)OC(C)=O (acetic anhydride), C(C)(=O)OCC (ethyl acetate), N1=CC=CC=C1 (pyridine). The yield is 87.0%. As a reaction SMILES: [C:1]([O:4][C:5](=[O:7])[CH3:6])(=O)[CH3:2].[C:8]([O:11][CH2:12][CH3:13])(=[O:10])[CH3:9].N1C=[CH:18][CH:17]=[CH:16][CH:15]=1>>[C:5]([O:4][C:1]1[CH:15]=[C:16]([CH:13]=[C:12]([O:11][C:8](=[O:10])[CH3:9])[CH:2]=1)[CH:17]=[CH2:18])(=[O:7])[CH3:6]. The product is C(C)(=O)OC=1C=C(C=C)C=C(C1)OC(C)=O (3,5-diacetoxystyrene). Starting materials: CCOC(=O)c1nn(-c2cc(O)c(Cl)cc2F)c(=O)c(C)c1C(F)(F)F, O, O=S(=O)(O)O. The product is Cc1c(C(F)(F)F)cnn(-c2cc(O)c(Cl)cc2F)c1=O. Reaction SMILES: [Cl:1][c:2]1[cH:3][c:4]([F:26])[c:5](-[n:9]2[n:10][c:11]([C:21]([O:22][CH2:23][CH3:24])=[O:25])[c:12]([C:17]([F:18])([F:19])[F:20])[c:13]([CH3:16])[c:14]2=[O:15])[cH:6][c:7]1[OH:8].[OH2:32].[S:27](=[O:28])(=[O:29])([OH:30])[OH:31]>>[Cl:1][c:2]1[cH:3][c:4]([F:26])[c:5](-[n:9]2[n:10][cH:11][c:12]([C:17]([F:18])([F:19])[F:20])[c:13]([CH3:16])[c:14]2=[O:15])[cH:6][c:7]1[OH:8]. Starting materials: [H][H] (hydrogen), COC(=O)C=1N=C(SC1)NC([C@H](CC1CCCCC1)N1C(N[C@H](C1=O)CC1=CC2=CC=CC=C2C=C1)=O)=O ((S,S)-2-[[3-cyclohexyl-2-[2,5-dioxo-4-(naphthalen-2-yl)methylimidazolidin-1-yl]propanoyl]amino]thiazole-4-carboxylic acid methyl ester). The product is COC(=O)C=1N=C(SC1)NC([C@H](CC1CCCCC1)N1C(N[C@@H](C1=O)CCC)=O)=O (2-[[(S)-3-cyclohexyl-2-[(R)-2,5-dioxo-4-propylimidazolidin-1-yl]propanoyl]amino]thiazole-4-carboxylic acid methyl ester). Reaction SMILES: [H][H].[CH3:3][O:4][C:5]([C:7]1[N:8]=[C:9]([NH:12][C:13](=[O:40])[C@@H:14]([N:22]2[C:26](=[O:27])[C@H:25]([CH2:28][C:29]3C=CC4C(=CC=CC=4)[CH:30]=3)[NH:24][C:23]2=[O:39])[CH2:15][CH:16]2[CH2:21][CH2:20][CH2:19][CH2:18][CH2:17]2)[S:10][CH:11]=1)=[O:6]>>[CH3:3][O:4][C:5]([C:7]1[N:8]=[C:9]([NH:12][C:13](=[O:40])[C@@H:14]([N:22]2[C:26](=[O:27])[C@@H:25]([CH2:28][CH2:29][CH3:30])[NH:24][C:23]2=[O:39])[CH2:15][CH:16]2[CH2:21][CH2:20][CH2:19][CH2:18][CH2:17]2)[S:10][CH:11]=1)=[O:6]. Reported procedure: In yet another embodiment of Compound A-1b, R3 is naphthyl and R4 is hydrogen. An example of such a compound is (S,S)-2-[[3-cyclohexyl-2-[2,5-dioxo-4-(naphthalen-2-yl)methylimidazolidin-1-yl]propanoyl]amino]thiazole-4-carboxylic acid methyl ester. Starting materials: CC1CCCN1CC1CC(c2ccc(Br)cc2)C1, CCOC(C)=O, [Cu]I, [K+], [K+], O=C([O-])[O-], C1COCCO1, O=c1cccn[nH]1. Yields the product CC1CCCN1CC1CC(c2ccc(-n3ncccc3=O)cc2)C1. RXN SMILES: [Br:1][c:2]1[cH:3][cH:4][c:5]([CH:8]2[CH2:9][CH:10]([CH2:12][N:13]3[CH:14]([CH3:18])[CH2:15][CH2:16][CH2:17]3)[CH2:11]2)[cH:6][cH:7]1.[CH3:38][CH2:39][O:40][C:41](=[O:42])[CH3:43].[Cu:44][I:45].[K+:26].[K+:27].[O-:28][C:29]([O-:30])=[O:31].[O:32]1[CH2:33][CH2:34][O:35][CH2:36][CH2:37]1.[n:19]1[nH:20][c:21](=[O:25])[cH:22][cH:23][cH:24]1>>[c:2]1(-[n:20]2[n:19][cH:24][cH:23][cH:22][c:21]2=[O:25])[cH:3][cH:4][c:5]([CH:8]2[CH2:9][CH:10]([CH2:12][N:13]3[CH:14]([CH3:18])[CH2:15][CH2:16][CH2:17]3)[CH2:11]2)[cH:6][cH:7]1. The reactants are CC(C)=CC (2-methyl 2-butene), P(=O)(O)(O)[O-].[Na+] (sodium dihydrogen phosphate), Cl(=O)[O-].[Na+] (sodium chlorite), FC=1C=C(C=CC1)[C@]1([C@@H](C1)C=O)COC1=C(N=C(N(C1=O)COC)C)C ((1R,2S)-2-(3-fluorophenyl)-2-({[1-(methoxymethyl)-2,4-dimethyl-6-oxo-1,6-dihydropyrimidin-5-yl]oxy}methyl)cyclopropanecarbaldehyde). Solvent: C(Cl)(Cl)Cl (chloroform), O (water), CC(=O)C.O (acetone water). Reaction conditions: time 1 hour. Product: crude product, FC=1C=C(C=CC1)[C@]1([C@@H](C1)C(=O)O)COC1=C(N=C(N(C1=O)COC)C)C ((1R,2S)-2-(3-fluorophenyl)-2-({[1-(methoxymethyl)-2,4-dimethyl-6-oxo-1,6-dihydropyrimidin-5-yl]oxy}methyl)cyclopropanecarboxylic acid). Isolated yield 100.1%. RXN SMILES: CC(=CC)C.P([O-])(O)(O)=O.[Na+].Cl([O-])=[O:13].[Na+].[F:16][C:17]1[CH:18]=[C:19]([C@:23]2([CH2:28][O:29][C:30]3[C:35](=[O:36])[N:34]([CH2:37][O:38][CH3:39])[C:33]([CH3:40])=[N:32][C:31]=3[CH3:41])[CH2:25][C@H:24]2[CH:26]=[O:27])[CH:20]=[CH:21][CH:22]=1>C(Cl)(Cl)Cl.O.CC(C)=O.O>[F:16][C:17]1[CH:18]=[C:19]([C@:23]2([CH2:28][O:29][C:30]3[C:35](=[O:36])[N:34]([CH2:37][O:38][CH3:39])[C:33]([CH3:40])=[N:32][C:31]=3[CH3:41])[CH2:25][C@H:24]2[C:26]([OH:13])=[O:27])[CH:20]=[CH:21][CH:22]=1 |f:1.2,3.4,8.9|. Procedure details: 2-methyl 2-butene (1.14 ml), sodium dihydrogen phosphate (389 mg) and sodium chlorite (305 mg) were added to an acetone-water mixed solvent (8 ml-2 ml) of the compound 326-8 (779 mg). The obtained mixture was stirred at room temperature for 1 hour. Thereafter, water was added to the reaction solution, and chloroform was added to the reaction solution to carry out liquid separation and extraction. A small amount of 1 N hydrochloric acid was added to the obtained extract, and chloroform was furthe... Reactants: CC(Br)C(=O)NC12CC3CC(CC(C3)C1)C2, O=C([O-])[O-], CCOC(C)=O, CN(C)C=O, Fc1ccc(C(c2ccc(F)cc2)N2CCCNCC2)cc1, [K+], [K+], C1CCOC1. Yields the product CC(C(=O)NC12CC3CC(CC(C3)C1)C2)N1CCCN(C(c2ccc(F)cc2)c2ccc(F)cc2)CC1. As a reaction SMILES: [C:23]12([NH:33][C:34]([CH:35]([CH3:36])[Br:37])=[O:38])[CH2:24][CH:25]3[CH2:26][CH:27]([CH2:28][CH:29]([CH2:30]1)[CH2:31]3)[CH2:32]2.[C:39](=[O:40])([O-:41])[O-:42].[CH3:45][CH2:46][O:47][C:48](=[O:49])[CH3:50].[CH3:56][N:57]([CH3:58])[CH:59]=[O:60].[F:1][c:2]1[cH:3][cH:4][c:5]([CH:8]([N:9]2[CH2:10][CH2:11][NH:12][CH2:13][CH2:14][CH2:15]2)[c:16]2[cH:17][cH:18][c:19]([F:22])[cH:20][cH:21]2)[cH:6][cH:7]1.[K+:43].[K+:44].[O:51]1[CH2:52][CH2:53][CH2:54][CH2:55]1>>[F:1][c:2]1[cH:3][cH:4][c:5]([CH:8]([N:9]2[CH2:10][CH2:11][N:12]([CH:35]([C:34]([NH:33][C:23]34[CH2:24][CH:25]5[CH2:26][CH:27]([CH2:28][CH:29]([CH2:30]3)[CH2:31]5)[CH2:32]4)=[O:38])[CH3:36])[CH2:13][CH2:14][CH2:15]2)[c:16]2[cH:17][cH:18][c:19]([F:22])[cH:20][cH:21]2)[cH:6][cH:7]1.